Dataset: the Open Reaction Database (ORD), a public repository of structured organic reaction records. Task: describe an organic reaction: reactants, conditions, products, and yield The reactants are 1a, ClSiR1R2R3, BrC1=CC(=CC=C1)Br (1,3-dibromobenzene), Cl[Si](CCCC)(CCCC)CCCC (chloro-tri-n-butylsilane). Product: BrC1=CC(=CC=C1)[Si](CCCC)(CCCC)CCCC (1-Bromo-3-tri-n-butylsilanyl-benzene). Reaction SMILES: Br[C:2]1[CH:7]=[CH:6][CH:5]=[C:4]([Br:8])[CH:3]=1.Cl[Si:10]([CH2:19][CH2:20][CH2:21][CH3:22])([CH2:15][CH2:16][CH2:17][CH3:18])[CH2:11][CH2:12][CH2:13][CH3:14]>>[Br:8][C:4]1[CH:5]=[CH:6][CH:7]=[C:2]([Si:10]([CH2:15][CH2:16][CH2:17][CH3:18])([CH2:19][CH2:20][CH2:21][CH3:22])[CH2:11][CH2:12][CH2:13][CH3:14])[CH:3]=1. Reported procedure: 1-Bromo-3-tri-n-butylsilanyl-benzene is prepared in a manner analogous to the procedure described in examples 1 and 1a utilizing 1,3-dibromobenzene and chloro-tri-n-butylsilane as the ClSiR1R2R3 compound.